From a dataset of the Open Reaction Database (ORD), a public repository of structured organic reaction records. describe an organic reaction: reactants, conditions, products, and yield The reactants are C(C)(=O)N1CCC(CC1)C1=NOC2=C1C=C(C=C2)F (3-(1-acetyl-4-piperidyl)-5-fluoro-1,2-benzisoxazole), Cl (hydrochloric acid). Yields the product Cl.FC=1C=CC2=C(C(=NO2)C2CCNCC2)C1 (5-Fluoro-3-(4-piperidyl)-1,2-benzisoxazole hydrochloride). Isolated yield 83.0%. RXN SMILES: C([N:4]1[CH2:9][CH2:8][CH:7]([C:10]2[C:14]3[CH:15]=[C:16]([F:19])[CH:17]=[CH:18][C:13]=3[O:12][N:11]=2)[CH2:6][CH2:5]1)(=O)C.[ClH:20]>>[ClH:20].[F:19][C:16]1[CH:17]=[CH:18][C:13]2[O:12][N:11]=[C:10]([CH:7]3[CH2:6][CH2:5][NH:4][CH2:9][CH2:8]3)[C:14]=2[CH:15]=1 |f:2.3|. Procedure details: A mixture of 17.5 g of 3-(1-acetyl-4-piperidyl)-5-fluoro-1,2-benzisoxazole and 110 ml of 6N hydrochloric acid was stirred under reflux for 6 hrs. After standing at ambient temperature for ca 12 hrs, a solid was collected, washed with acetone and dried to yield 14.2 g (83%) of product as the hydrochloride salt, mp 297°-299°. Reactants: NC1=C(CCO)C=CC=C1 (2-aminophenethyl alcohol), C(=O)(Cl)Cl (phosgene), C1(=CC=CC=C1)C (toluene). The solvent is C1CCOC1 (THF). Reaction conditions: time 15 minute. The product is C1=CC=CC2=C1CCOC(N2)=O (8,9-dihydro-5H-7-oxa-5-aza-benzocyclohepten-6-one). Isolated yield 84.0%. RXN SMILES: [NH2:1][C:2]1[CH:10]=[CH:9][CH:8]=[CH:7][C:3]=1[CH2:4][CH2:5][OH:6].[C:11](Cl)(Cl)=[O:12].C1(C)C=CC=CC=1>C1COCC1>[CH:7]1[C:3]2[CH2:4][CH2:5][O:6][C:11](=[O:12])[NH:1][C:2]=2[CH:10]=[CH:9][CH:8]=1. Reported procedure: To a solution of 2-aminophenethyl alcohol (4.0 g, 29.16 mmol) in THF (200 mL) was added a solution of 2M phosgene in toluene (17 mL, 34 mmol) at room temperature. The reaction was stirred for 15 minutes, concentrated, and purified with flash chromatography using ethyl acetate (5% 20%) in hexanes to yield 8,9-dihydro-5H-7-oxa-5-aza-benzocyclohepten-6-one (4 g, 84%): 1H NMR (300 MHz, CDCl3) δ 8.02 (bs, 1H), 7.17 (dt, 1H), 7.09 (d, 1H), 6.99 (dt, 1H), 6.90 (d, 1H), 4.51 (t, 2H), 3.21 (t, 2H). Starting materials: O=C([O-])[O-], CN1CCN(C2CCCNC2)CC1, CN(C)C=O, [Cl-], O=[N+]([O-])c1ccc(F)cc1, [K+], [K+], [NH4+]. Yields the product CN1CCN(C2CCCN(c3ccc([N+](=O)[O-])cc3)C2)CC1. RXN SMILES: [C:24](=[O:25])([O-:26])[O-:27].[CH3:1][N:2]1[CH2:3][CH2:4][N:5]([CH:8]2[CH2:9][NH:10][CH2:11][CH2:12][CH2:13]2)[CH2:6][CH2:7]1.[CH3:30][N:31]([CH3:32])[CH:33]=[O:34].[Cl-:35].[F:14][c:15]1[cH:16][cH:17][c:18]([N+:21](=[O:22])[O-:23])[cH:19][cH:20]1.[K+:28].[K+:29].[NH4+:36]>>[CH3:1][N:2]1[CH2:3][CH2:4][N:5]([CH:8]2[CH2:9][N:10]([c:15]3[cH:16][cH:17][c:18]([N+:21](=[O:22])[O-:23])[cH:19][cH:20]3)[CH2:11][CH2:12][CH2:13]2)[CH2:6][CH2:7]1.